This data is from the Open Reaction Database (ORD), a public repository of structured organic reaction records. The task is: describe an organic reaction: reactants, conditions, products, and yield Starting materials: FC(OC1=CC=C(C=C1)C1=NC=CC(=C1)C#N)(F)F (2-[4-(trifluoromethoxy)phenyl]pyridine-4-carbonitrile), [H-].[H-].[H-].[H-].[Li+].[Al+3] (LiAlH4). Solvent: C(C)OCC (diethyl ether), C(C)OCC (diethyl ether). Run at temperature 0 celsius. Yields the product FC(OC1=CC=C(C=C1)C1=NC=CC(=C1)CN)(F)F ([2-[4-(trifluoromethoxy)phenyl]-4-pyridyl]methanamine). The yield is 102.3%. Reaction SMILES: [F:1][C:2]([F:19])([F:18])[O:3][C:4]1[CH:9]=[CH:8][C:7]([C:10]2[CH:15]=[C:14]([C:16]#[N:17])[CH:13]=[CH:12][N:11]=2)=[CH:6][CH:5]=1.[H-].[H-].[H-].[H-].[Li+].[Al+3]>C(OCC)C>[F:19][C:2]([F:1])([F:18])[O:3][C:4]1[CH:5]=[CH:6][C:7]([C:10]2[CH:15]=[C:14]([CH2:16][NH2:17])[CH:13]=[CH:12][N:11]=2)=[CH:8][CH:9]=1 |f:1.2.3.4.5.6|. Procedure: A solution of nitrile 20B (3 g, 11.3 mmol) in diethyl ether (30 mL) was added in small amounts to a mixture of LiAlH4 (0.9 g, 2 mol eq) in diethyl ether (35 mL) and stirred at 0° C. After the addition was completed, the mixture was stirred at room temperature overnight. The excess of LiAlH4 was destroyed at 0° C. by addition of small amount of water (30 mL), the solid formed was filtered off and the organic filtrate separated, washed with brine (50 mL) and dried over Na2SO4. The organic phase wa... The reactants are CC(=O)O, O=C1CCC(=O)N1I, O=[N+]([O-])c1c(F)cc(F)cc1NCc1ccc(-c2ccccc2)cc1. Yields the product O=[N+]([O-])c1c(NCc2ccc(-c3ccccc3)cc2)cc(F)c(I)c1F. Reaction SMILES: [C:34]([OH:35])(=[O:36])[CH3:37].[O:1]=[C:2]1[N:3]([I:8])[C:4](=[O:5])[CH2:6][CH2:7]1.[c:9]1(-[c:28]2[cH:29][cH:30][cH:31][cH:32][cH:33]2)[cH:10][cH:11][c:12]([CH2:15][NH:16][c:17]2[c:18]([N+:25](=[O:26])[O-:27])[c:19]([F:24])[cH:20][c:21]([F:23])[cH:22]2)[cH:13][cH:14]1>>[I:8][c:20]1[c:19]([F:24])[c:18]([N+:25](=[O:26])[O-:27])[c:17]([NH:16][CH2:15][c:12]2[cH:11][cH:10][c:9](-[c:28]3[cH:29][cH:30][cH:31][cH:32][cH:33]3)[cH:14][cH:13]2)[cH:22][c:21]1[F:23]. The reactants are C=CC(=O)OCC, CCO, NCc1ccccc1. Product: CCOC(=O)CCNCc1ccccc1. RXN SMILES: [C:9]([CH:10]=[CH2:11])(=[O:12])[O:13][CH2:14][CH3:15].[CH3:16][CH2:17][OH:18].[NH2:1][CH2:2][c:3]1[cH:4][cH:5][cH:6][cH:7][cH:8]1>>[NH:1]([CH2:2][c:3]1[cH:4][cH:5][cH:6][cH:7][cH:8]1)[CH2:11][CH2:10][C:9](=[O:12])[O:13][CH2:14][CH3:15]. Yields the product OB(O)c1ccc(COc2cccc(Br)c2)cc1. As a reaction SMILES: [Br:17][CH2:18][c:19]1[cH:20][cH:21][c:22]([B:25]([OH:26])[OH:27])[cH:23][cH:24]1.[Br:1][c:2]1[cH:3][c:4]([OH:8])[cH:5][cH:6][cH:7]1.[C:9](=[O:10])([O-:11])[O-:12].[CH3:29][C:30](=[O:31])[CH3:32].[ClH:28].[I-:16].[K+:13].[K+:14].[K+:15].[OH2:33]>>[Br:1][c:2]1[cH:3][c:4]([O:8][CH2:18][c:19]2[cH:20][cH:21][c:22]([B:25]([OH:26])[OH:27])[cH:23][cH:24]2)[cH:5][cH:6][cH:7]1. Reactants: OB(O)c1ccc(CBr)cc1, Oc1cccc(Br)c1, O=C([O-])[O-], CC(C)=O, Cl, [I-], [K+], [K+], [K+], O. Reactants: C1(CCCC1)NC1=NC(=NC(=C1C)C)NCC1=NC=CC=C1 (N4-cyclopentyl-5,6-dimethyl-N2-(pyridin-2-ylmethyl)pyrimidine-2,4-diamine), N1=CC(=CC=C1)N (pyridin-3-amine). Product: CC=1C(=NC(=NC1C)NCC1=NC=CC=C1)NC=1C=NC=CC1 (5,6-dimethyl-N4-(pyridin-3-yl)-N2-(pyridin-2-ylmethyl)pyrimidine-2,4-diamine). Reaction SMILES: [CH:1]1([NH:6][C:7]2[C:12]([CH3:13])=[C:11]([CH3:14])[N:10]=[C:9]([NH:15][CH2:16][C:17]3[CH:22]=[CH:21][CH:20]=[CH:19][N:18]=3)[N:8]=2)[CH2:5][CH2:4][CH2:3][CH2:2]1.[N:23]1C=CC=C(N)C=1>>[CH3:13][C:12]1[C:7]([NH:6][C:1]2[CH:2]=[N:23][CH:3]=[CH:4][CH:5]=2)=[N:8][C:9]([NH:15][CH2:16][C:17]2[CH:22]=[CH:21][CH:20]=[CH:19][N:18]=2)=[N:10][C:11]=1[CH3:14]. Procedure details: The titled compound was synthesized according to the procedure described for preparation of N4-cyclopentyl-5,6-dimethyl-N2-(pyridin-2-ylmethyl)pyrimidine-2,4-diamine (Example 29) using pyridin-3-amine instead of cyclopentanamine. The crude material was purified by column chromatography eluting with mixture of chloroform/ethanol/20% water solution of ammonia (200:10:1), and then the final product was washed with diethyl ether to afford the titled compound as a white solid. 1H NMR (300 MHz, CDCl3)... Starting materials: ClCCC(C)=O (4-Chloro-2-butanone), C([O-])([O-])=O.[K+].[K+] (potassium carbonate), C1COCCOCCOCCOCCOCCO1 (18-crown-6), OC=1C(OC2=CC=CC=C2C1)=O (3-Hydroxy-chromen-2-one). The solvent is C1CCOC1 (THF). Yields the product O=C(CCOC=1C(OC2=CC=CC=C2C1)=O)C (3-(3-oxo-butoxy)-chromen-2-one). RXN SMILES: [OH:1][C:2]1[C:3](=[O:12])[O:4][C:5]2[C:10]([CH:11]=1)=[CH:9][CH:8]=[CH:7][CH:6]=2.C(=O)([O-])[O-].[K+].[K+].C1OCCOCCOCCOCCOCCOC1.Cl[CH2:38][CH2:39][C:40](=[O:42])[CH3:41]>C1COCC1>[O:42]=[C:40]([CH3:41])[CH2:39][CH2:38][O:1][C:2]1[C:3](=[O:12])[O:4][C:5]2[C:10]([CH:11]=1)=[CH:9][CH:8]=[CH:7][CH:6]=2 |f:1.2.3|. Procedure details: 3-Hydroxy-chromen-2-one (16.2 g, 100 mmol) is dissolved into 100 mL of anhydrous THF in a three neck flask equipped with a condenser, stir bar, and argon inlet. To the mixture is added 27.6 g (200 mmol) of anhydrous potassium carbonate and 2.0 g of 18-crown-6. 4-Chloro-2-butanone (15.9 g, 150 mmol) is added and the system is refluxed for 16 hours, cooled to room temperature, filtered, and the organic solvents are removed by rotary evaporation. The solid organic residue is purified by column chro... The reactants are COCCCN1CCOc2ccc(COC3CN(S(=O)(=O)c4ccc(C)cc4)C(CC(C)(C)C(=O)OC)CC3c3ccc(OC)cc3)cc21, CCO, [Na+], C1CCOC1, [OH-]. Yields the product COCCCN1CCOc2ccc(COC3CN(S(=O)(=O)c4ccc(C)cc4)C(CC(C)(C)C(=O)O)CC3c3ccc(OC)cc3)cc21. RXN SMILES: [CH3:1][O:2][C:3]([C:4]([CH2:5][CH:6]1[N:7]([S:37](=[O:38])(=[O:39])[c:40]2[cH:41][cH:42][c:43]([CH3:46])[cH:44][cH:45]2)[CH2:8][CH:9]([O:20][CH2:21][c:22]2[cH:23][cH:24][c:25]3[c:26]([cH:36]2)[N:27]([CH2:31][CH2:32][CH2:33][O:34][CH3:35])[CH2:28][CH2:29][O:30]3)[CH:10]([c:12]2[cH:13][cH:14][c:15]([O:18][CH3:19])[cH:16][cH:17]2)[CH2:11]1)([CH3:47])[CH3:48])=[O:49].[CH3:57][CH2:58][OH:59].[Na+:51].[O:52]1[CH2:53][CH2:54][CH2:55][CH2:56]1.[OH-:50]>>[O:2]=[C:3]([C:4]([CH2:5][CH:6]1[N:7]([S:37](=[O:38])(=[O:39])[c:40]2[cH:41][cH:42][c:43]([CH3:46])[cH:44][cH:45]2)[CH2:8][CH:9]([O:20][CH2:21][c:22]2[cH:23][cH:24][c:25]3[c:26]([cH:36]2)[N:27]([CH2:31][CH2:32][CH2:33][O:34][CH3:35])[CH2:28][CH2:29][O:30]3)[CH:10]([c:12]2[cH:13][cH:14][c:15]([O:18][CH3:19])[cH:16][cH:17]2)[CH2:11]1)([CH3:47])[CH3:48])[OH:49]. The reactants are OC1CC2CNc3ccccc3N2C1, O=C(O)c1ccc(NC(=O)c2ccccc2-c2ccccc2)cc1. The product is O=C(Nc1ccc(C(=O)N2CC3CC(O)CN3c3ccccc32)cc1)c1ccccc1-c1ccccc1. As a reaction SMILES: [OH:1][CH:2]1[CH2:3][CH:4]2[N:5]([c:6]3[cH:7][cH:8][cH:9][cH:10][c:11]3[NH:12][CH2:13]2)[CH2:14]1.[c:15]1(-[c:21]2[c:22]([C:23](=[O:24])[NH:25][c:26]3[cH:27][cH:28][c:29]([C:30](=[O:31])[OH:32])[cH:33][cH:34]3)[cH:35][cH:36][cH:37][cH:38]2)[cH:16][cH:17][cH:18][cH:19][cH:20]1>>[OH:1][CH:2]1[CH2:3][CH:4]2[N:5]([c:6]3[cH:7][cH:8][cH:9][cH:10][c:11]3[N:12]([C:30]([c:29]3[cH:28][cH:27][c:26]([NH:25][C:23]([c:22]4[c:21](-[c:15]5[cH:16][cH:17][cH:18][cH:19][cH:20]5)[cH:38][cH:37][cH:36][cH:35]4)=[O:24])[cH:34][cH:33]3)=[O:31])[CH2:13]2)[CH2:14]1. Reactants: CC(=O)OC(C)=O, O=C(O)Cc1cccc([N+](=O)[O-])c1, c1ccncc1. The product is CC(=O)Cc1cccc([N+](=O)[O-])c1. RXN SMILES: [CH3:14][C:15]([O:16][C:17](=[O:18])[CH3:19])=[O:20].[N+:1](=[O:2])([O-:3])[c:4]1[cH:5][c:6]([CH2:10][C:11](=[O:12])[OH:13])[cH:7][cH:8][cH:9]1.[cH:21]1[cH:22][cH:23][n:24][cH:25][cH:26]1>>[N+:1](=[O:2])([O-:3])[c:4]1[cH:5][c:6]([CH2:10][C:11](=[O:13])[CH3:14])[cH:7][cH:8][cH:9]1.